Dataset: the Open Reaction Database (ORD), a public repository of structured organic reaction records. Task: describe an organic reaction: reactants, conditions, products, and yield Starting materials: product, C(=O)C1=CC=C(C(=O)O)C=C1 (4-formylbenzoic acid), Cl.CN(CCCN=C=NCC)C (1-{3-(Dimethylamino)propyl}-3-ethylcarbodiimide hydrochloride), O.ON1N=NC2=C1C=CC=C2 (1-hydroxybenzotriazole hydrate), CN1CCOCC1 (N-methylmorpholine). Solvent: C(Cl)Cl (DCM), C(Cl)Cl (DCM). Run at time 24 hour. Yields the product C(C)(CC)N1CCN(CC1)C(=O)C1=CC=C(C=O)C=C1 (4-(4-sec-Butyl-piperazine-1-carbonyl)-benzaldehyde). The yield is 71.6%. Reaction SMILES: [CH:1]([C:3]1[CH:11]=[CH:10][C:6]([C:7]([OH:9])=O)=[CH:5][CH:4]=1)=[O:2].Cl.CN(C)CCCN=C=NCC.O.O[N:26]1[C:30]2[CH:31]=CC=[CH:34][C:29]=2N=N1.C[N:36]1[CH2:41][CH2:40]O[CH2:38][CH2:37]1>C(Cl)Cl>[CH:30]([N:26]1[CH2:40][CH2:41][N:36]([C:7]([C:6]2[CH:5]=[CH:4][C:3]([CH:1]=[O:2])=[CH:11][CH:10]=2)=[O:9])[CH2:37][CH2:38]1)([CH2:29][CH3:34])[CH3:31] |f:1.2,3.4|. Procedure: The product of Example 6 (3.2 g) and 4-formylbenzoic acid (2.102 g) were suspended in DCM (130 mL) under nitrogen. 1-{3-(Dimethylamino)propyl}-3-ethylcarbodiimide hydrochloride (3.96 g), 1-hydroxybenzotriazole hydrate (3.06 g) and N-methylmorpholine (9.432 g) were added in sequence to the above suspension. The reaction mixture was stirred under nitrogen for 24 h. DCM (100 mL) was added, the resulting mixture was washed with 10% aqueous NaOH solution (2×50 mL) and water (2×100 mL), and the separa...